From a dataset of the Open Reaction Database (ORD), a public repository of structured organic reaction records. describe an organic reaction: reactants, conditions, products, and yield Starting materials: O=C(OCc1ccccc1)ON1C(=O)CCC1=O, C=CCC1(C(=O)OC)CCNCC1, CC#N, CCN(C(C)C)C(C)C. The product is C=CCC1(C(=O)OC)CCN(C(=O)OCc2ccccc2)CC1. RXN SMILES: [CH2:14]([c:15]1[cH:16][cH:17][cH:18][cH:19][cH:20]1)[O:21][C:22](=[O:23])[O:24][N:25]1[C:26](=[O:27])[CH2:28][CH2:29][C:30]1=[O:31].[CH2:1]([CH:2]=[CH2:3])[C:4]1([C:10](=[O:11])[O:12][CH3:13])[CH2:5][CH2:6][NH:7][CH2:8][CH2:9]1.[CH3:41][C:42]#[N:43].[CH:32]([N:33]([CH2:34][CH3:35])[CH:36]([CH3:37])[CH3:38])([CH3:39])[CH3:40]>>[CH2:1]([CH:2]=[CH2:3])[C:4]1([C:10](=[O:11])[O:12][CH3:13])[CH2:5][CH2:6][N:7]([C:22]([O:21][CH2:14][c:15]2[cH:16][cH:17][cH:18][cH:19][cH:20]2)=[O:23])[CH2:8][CH2:9]1. The reactants are C(C)(C)(C)OC(=O)N1C2CC(CC1CC2)(C=2C=NC=NC2)O (3-Hydroxy-3-pyrimidin-5-yl-8-aza-bicyclo[3.2.1]octane-8-carboxylic acid tert-butyl ester), C(Cl)Cl (DCM). The solvent is Cl (hydrogen chloride), O1CCOCC1 (dioxane). Run at temperature 45 celsius, time 1 hour. Yields the product Cl.N1=CN=CC(=C1)C1(CC2CCC(C1)N2)O (3-Pyrimidin-5-yl-8-aza-bicyclo[3.2.1]octan-3-ol hydrochloride). Reaction SMILES: C(OC([N:8]1[CH:13]2[CH2:14][CH2:15][CH:9]1[CH2:10][C:11]([OH:22])([C:16]1[CH:17]=[N:18][CH:19]=[N:20][CH:21]=1)[CH2:12]2)=O)(C)(C)C.C(Cl)[Cl:24]>Cl.O1CCOCC1>[ClH:24].[N:18]1[CH:17]=[C:16]([C:11]2([OH:22])[CH2:12][CH:13]3[NH:8][CH:9]([CH2:15][CH2:14]3)[CH2:10]2)[CH:21]=[N:20][CH:19]=1 |f:4.5|. Procedure: 3-Hydroxy-3-pyrimidin-5-yl-8-aza-bicyclo[3.2.1]octane-8-carboxylic acid tert-butyl ester (0.14 g, 0.46 mmol) was dissolved in a solution of hydrogen chloride in dioxane (4 N, 1.5 mL). The mixture was stirred for 1 hour at 45° C., DCM (3 mL) added and stirred for 5 minutes. The solvent was removed by evaporation under vacuum afford the title compound. LCMS m/z 206.3 [M+H]+. R.T.=2.90 min (Analytical Method 3). The reactants are C(C)(=O)O[C@H]1[C@@H](O[C@@H](C1)CO)N1C(=O)NC(=O)C=C1 (2'-O-acetyl-3'-deoxyuridine), [N+](=O)([O-])[O-].[Ce+4].[NH4+].[NH4+].[N+](=O)([O-])[O-].[N+](=O)([O-])[O-].[N+](=O)([O-])[O-].[N+](=O)([O-])[O-].[N+](=O)([O-])[O-] (diammonium cerium (IV) nitrate), II (iodine). Solvent: C(C)#N (acetonitrile). Yields the product C(C)(=O)O[C@H]1[C@@H](O[C@@H](C1)C(O)I)N1C(=O)NC(=O)C=C1 (2'-O-acetyl-3'-deoxy-5'-iodouridine). Isolated yield 155.3%. Reaction SMILES: [C:1]([O:4][C@@H:5]1[CH2:9][C@@H:8]([CH2:10][OH:11])[O:7][C@H:6]1[N:12]1[CH:19]=[CH:18][C:16](=[O:17])[NH:15][C:13]1=[O:14])(=[O:3])[CH3:2].[N+]([O-])([O-])=O.[Ce+4].[NH4+].[NH4+].[N+]([O-])([O-])=O.[N+]([O-])([O-])=O.[N+]([O-])([O-])=O.[N+]([O-])([O-])=O.[N+]([O-])([O-])=O.[I:47]I>C(#N)C>[C:1]([O:4][C@@H:5]1[CH2:9][C@@H:8]([CH:10]([I:47])[OH:11])[O:7][C@H:6]1[N:12]1[CH:19]=[CH:18][C:16](=[O:17])[NH:15][C:13]1=[O:14])(=[O:3])[CH3:2] |f:1.2.3.4.5.6.7.8.9|. Reported procedure: To a solution of 2'-O-acetyl-3'-deoxyuridine (2.47 g) in acetonitrile (150 ml), diammonium cerium (IV) nitrate (2.51 g) and iodine (1.39 g) were added and allowed to react at 80° C. for one hour. After completion of the reaction, the reaction mixture was concentrated under reduced pressure, the obtained residue w s extracted with ethyl acetate, and the extract was washed with 5% aqueous solution of sodium bisulfite and saturated brine. The ethyl acetate layer was dried with anhydrous magnesium s... Starting materials: O=C(C=CC1=CC=C(COCC(=O)OCC)C=C1)N1C(C=2NC3=CC=CC=C3C2CC1)C1=CC2=C(C=C1)OCO2 (4-[3-oxo-3-(1-(3,4-methylenedioxyphenyl)-1,3,4,9-tetrahydro-β-carbolin-2-yl)propenyl]benzyloxy acetic acid, ethyl ester). Solvent: CCO (EtOH). The product is O=C(/C=C/C1=CC=C(COCC(=O)O)C=C1)N1C(C=2NC3=CC=CC=C3C2CC1)C1=CC2=C(C=C1)OCO2 ((E)-(4-[3-Oxo-3-(1-(3,4-methylenedioxyphenyl)-1,3,4,9-tetrahydro-β-carbolin-2-yl)propenyl]benzyloxy)acetic Acid). Yield: 40.0%. Reaction SMILES: [O:1]=[C:2]([N:19]1[CH2:31][CH2:30][C:29]2[C:28]3[C:23](=[CH:24][CH:25]=[CH:26][CH:27]=3)[NH:22][C:21]=2[CH:20]1[C:32]1[CH:37]=[CH:36][C:35]2[O:38][CH2:39][O:40][C:34]=2[CH:33]=1)[CH:3]=[CH:4][C:5]1[CH:18]=[CH:17][C:8]([CH2:9][O:10][CH2:11][C:12]([O:14]CC)=[O:13])=[CH:7][CH:6]=1>CCO>[O:1]=[C:2]([N:19]1[CH2:31][CH2:30][C:29]2[C:28]3[C:23](=[CH:24][CH:25]=[CH:26][CH:27]=3)[NH:22][C:21]=2[CH:20]1[C:32]1[CH:37]=[CH:36][C:35]2[O:38][CH2:39][O:40][C:34]=2[CH:33]=1)/[CH:3]=[CH:4]/[C:5]1[CH:6]=[CH:7][C:8]([CH2:9][O:10][CH2:11][C:12]([OH:14])=[O:13])=[CH:17][CH:18]=1. Procedure: The same method as employed in the preparation of Example 79 but starting from a solution of (E)-(4-[3-oxo-3-(1-(3,4-methylenedioxyphenyl)-1,3,4,9-tetrahydro-β-carbolin-2-yl)propenyl]benzyloxy acetic acid, ethyl ester in EtOH gave after recrystallization from MeOH:H2O the title compound as an off-white solid in a 40% yield.